Dataset: the Open Reaction Database (ORD), a public repository of structured organic reaction records. Task: describe an organic reaction: reactants, conditions, products, and yield The reactants are FC=1C=C(C=CC1N1C=NC(=C1)C=NO)N1C(O[C@H](C1)COC1=NOC=C1)=O (3-(3-Fluoro-4-(4-hydroximinomethyl-imidazol-1-yl)phenyl)-5(R)-(isoxazol-3-yloxymethyl)-oxazolidin-2-one), C(C)(=O)OC(C)=O (acetic anhydride). Product: FC=1C=C(C=CC1N1C=NC(=C1)C#N)N1C(O[C@H](C1)COC1=NOC=C1)=O (3-(3-Fluoro-4-(4-cyano-imidazol-1-yl)phenyl)-5(R)-(isoxazol-3-yloxymethyl)oxazolidin-2-one). Isolated yield 39.3%. RXN SMILES: [F:1][C:2]1[CH:3]=[C:4]([N:16]2[CH2:20][C@H:19]([CH2:21][O:22][C:23]3[CH:27]=[CH:26][O:25][N:24]=3)[O:18][C:17]2=[O:28])[CH:5]=[CH:6][C:7]=1[N:8]1[CH:12]=[C:11]([CH:13]=[N:14]O)[N:10]=[CH:9]1.C(OC(=O)C)(=O)C>>[F:1][C:2]1[CH:3]=[C:4]([N:16]2[CH2:20][C@H:19]([CH2:21][O:22][C:23]3[CH:27]=[CH:26][O:25][N:24]=3)[O:18][C:17]2=[O:28])[CH:5]=[CH:6][C:7]=1[N:8]1[CH:12]=[C:11]([C:13]#[N:14])[N:10]=[CH:9]1. Procedure details: 3-(3-Fluoro-4-(4-hydroximinomethyl-imidazol-1-yl)phenyl)-5(R)-(isoxazol-3-yloxymethyl)-oxazolidin-2-one (360 mg, 0.93 mmol) and acetic anhydride (3 ml) were heated under nitrogen at reflux for 2 hours. After cooling and pouring onto ice, the mixture was extracted into dichloromethane (3×15 ml). dried (magnesium sulfate) and evaporated. The residue was purified by chromatography on a 10 g silica Mega Bond Elut® column, eluting with a gradient increasing in polarity from 0 to 2.5% MeOH in dichloro... The reactants are C(CC)C1(C=CC(CC1)=O)CCC (4,4 dipropylcyclohex-2-enone), [H][H] (hydrogen), [H][H] (hydrogen). Reagents/catalysts: [Pd] (palladium on carbon). The solvent is C(C)(=O)OCC (ethyl acetate). Product: C(CC)C1(CCC(CC1)=O)CCC (4,4-DIPROPYLCYCLOHEXANONE). Isolated yield 98.0%. RXN SMILES: [CH2:1]([C:4]1([CH2:11][CH2:12][CH3:13])[CH2:9][CH2:8][C:7](=[O:10])[CH:6]=[CH:5]1)[CH2:2][CH3:3].[H][H]>[Pd].C(OCC)(=O)C>[CH2:11]([C:4]1([CH2:1][CH2:2][CH3:3])[CH2:5][CH2:6][C:7](=[O:10])[CH2:8][CH2:9]1)[CH2:12][CH3:13]. Procedure details: To a suspension of 10% palladium on carbon (0.1 equivalents) in ethyl acetate was added 4,4 dipropylcyclohex-2-enone, prepared as described in Example 3. The reaction mixture was hydrogenated at 300N/m2 hydrogen in a Parr hydrogenation apparatus at room temperature until hydrogen uptake has ceased (0.5-5 hours). The catalyst was removed by filtration through celite and the filtrate was concentrated to give the desired product as a colorless oil. The product was used without further purification.... Reactants: CCO, [K+], CCOC(=O)Cc1cccc2[nH]c(=O)n(Cc3ccccc3)c12, [OH-]. Yields the product O=C(O)Cc1cccc2[nH]c(=O)n(Cc3ccccc3)c12. Reaction SMILES: [CH3:26][CH2:27][OH:28].[K+:25].[O:1]=[c:2]1[n:3]([CH2:17][c:18]2[cH:19][cH:20][cH:21][cH:22][cH:23]2)[c:4]2[c:5]([nH:6]1)[cH:7][cH:8][cH:9][c:10]2[CH2:11][C:12](=[O:13])[O:14][CH2:15][CH3:16].[OH-:24]>>[O:1]=[c:2]1[n:3]([CH2:17][c:18]2[cH:19][cH:20][cH:21][cH:22][cH:23]2)[c:4]2[c:5]([nH:6]1)[cH:7][cH:8][cH:9][c:10]2[CH2:11][C:12](=[O:13])[OH:14]. Reactants: ClC1=C(CN(CCCO)CC(C2=CC=CC=C2)C2=CC=CC=C2)C=CC=C1C(F)(F)F (3-[(2-Chloro-3-trifluoromethyl-benzyl)-diphenylethyl-amino]-propan-1-ol), C1(=CC=CC=C1O)C (o-cresol), CC(C)OC(=O)/N=N/C(=O)OC(C)C (DIAD), C1=CC=C(C=C1)P(C2=CC=CC=C2)C3=CC=CC=C3 (PPh3). Solvent: C1(=CC=CC=C1)C (toluene). Yields the product ClC1=C(CN(CCCOC2=C(C=CC=C2)C)CC(C2=CC=CC=C2)C2=CC=CC=C2)C=CC=C1C(F)(F)F ((2-Chloro-3-trifluoromethyl-benzyl)-(2,2-diphenyl-ethyl)-(3-o-tolyloxy-propyl)-amine). The yield is 42.3%. RXN SMILES: [Cl:1][C:2]1[C:27]([C:28]([F:31])([F:30])[F:29])=[CH:26][CH:25]=[CH:24][C:3]=1[CH2:4][N:5]([CH2:10][CH:11]([C:18]1[CH:23]=[CH:22][CH:21]=[CH:20][CH:19]=1)[C:12]1[CH:17]=[CH:16][CH:15]=[CH:14][CH:13]=1)[CH2:6][CH2:7][CH2:8][OH:9].[C:32]1([CH3:39])[C:37](O)=[CH:36][CH:35]=[CH:34][CH:33]=1.C1C=CC(P(C2C=CC=CC=2)C2C=CC=CC=2)=CC=1.CC(OC(/N=N/C(OC(C)C)=O)=O)C>C1(C)C=CC=CC=1>[Cl:1][C:2]1[C:27]([C:28]([F:29])([F:30])[F:31])=[CH:26][CH:25]=[CH:24][C:3]=1[CH2:4][N:5]([CH2:10][CH:11]([C:12]1[CH:17]=[CH:16][CH:15]=[CH:14][CH:13]=1)[C:18]1[CH:19]=[CH:20][CH:21]=[CH:22][CH:23]=1)[CH2:6][CH2:7][CH2:8][O:9][C:33]1[CH:34]=[CH:35][CH:36]=[CH:37][C:32]=1[CH3:39]. Procedure details: To a solution of 3-[(2-Chloro-3-trifluoromethyl-benzyl)-diphenylethyl-amino]-propan-1-ol (0.065 g, 0.145 mmol) in toluene (4 ml) at ambient temperature was added o-cresol (0.020 g, 0.186 mmol) under Argon with stirring. The mixture was treated with polymer bound PPh3 (0.076 g, 0.228 mmol). After 15 minutes of stirring, the mixture was treated with DIAD (0.036 g, 0.178 mmol) and was stirred at ambient temperature overnight. The reaction mixture was filtered then concentrated, in vacuo, to dryness... The reactants are [H-].[Na+] (sodium hydride), C1(=CC=CC=C1)C(C1=CC=CC=C1)OC(=O)C12C(=CC3C2(CC2C(CCC2C1(C3)C=O)C)COC31OC2C(O3)OC(C2O)C1O[Si](C)(C)C(C)(C)C)C(C)C (8a-[[[6-(hydroxy)tetrahydro-7-t-butyldimethylsilyloxy-2,5-methanofuro[2,3-d]-1,3-dioxol-2-yl]oxy]methyl]-4-formyl-4,4a,5,6,7,7a,8,8a-octahydro-7-methyl-3-(1-methylethyl)-1,4-methano-s-indacene-3a(1H)-carboxylic acid diphenylmethyl ester), C(CCC)Br (butyl bromide). Solvent: CN(C=O)C (dimethylformamide). Reaction conditions: time 15 minute. Product: C1(=CC=CC=C1)C(C1=CC=CC=C1)OC(=O)C12C(=CC3C2(CC2C(CCC2C1(C3)C=O)C)COC31OC2C(O3)OC(C2OCCCC)C1O[Si](C)(C)C(C)(C)C)C(C)C (8a-[[[6-(butoxy)tetrahydro-7-t-butyldimethylsilyloxy-2,5-methanofuro[2,3-d]-1,3-dioxol-2-yl]oxy]methyl]-4-formyl-4,4a,5,6,7,7a,8,8a-octahydro-7-methyl-3-(1-methylethyl)-1,4-methano-s-indacene-3a(1H)-carboxylic acid diphenylmethyl ester). Reaction SMILES: [C:1]1([CH:7]([O:14][C:15]([C:17]23[C:28]4([CH:30]=[O:31])[CH2:29][CH:20]([C:21]2([CH2:33][O:34][C:35]25[CH:44]([O:45][Si:46]([C:49]([CH3:52])([CH3:51])[CH3:50])([CH3:48])[CH3:47])[CH:41]6[CH:42]([OH:43])[CH:37]([CH:38]([O:40]6)[O:39]2)[O:36]5)[CH2:22][CH:23]2[CH:27]4[CH2:26][CH2:25][CH:24]2[CH3:32])[CH:19]=[C:18]3[CH:53]([CH3:55])[CH3:54])=[O:16])[C:8]2[CH:13]=[CH:12][CH:11]=[CH:10][CH:9]=2)[CH:6]=[CH:5][CH:4]=[CH:3][CH:2]=1.[H-].[Na+].[CH2:58](Br)[CH2:59][CH2:60][CH3:61]>CN(C)C=O>[C:1]1([CH:7]([O:14][C:15]([C:17]23[C:28]4([CH:30]=[O:31])[CH2:29][CH:20]([C:21]2([CH2:33][O:34][C:35]25[CH:44]([O:45][Si:46]([C:49]([CH3:52])([CH3:51])[CH3:50])([CH3:48])[CH3:47])[CH:41]6[CH:42]([O:43][CH2:58][CH2:59][CH2:60][CH3:61])[CH:37]([CH:38]([O:40]6)[O:39]2)[O:36]5)[CH2:22][CH:23]2[CH:27]4[CH2:26][CH2:25][CH:24]2[CH3:32])[CH:19]=[C:18]3[CH:53]([CH3:55])[CH3:54])=[O:16])[C:8]2[CH:9]=[CH:10][CH:11]=[CH:12][CH:13]=2)[CH:6]=[CH:5][CH:4]=[CH:3][CH:2]=1 |f:1.2|. Procedure details: 32 mg of compound (6) was dissolved in 0.4 ml of dry dimethylformamide under a nitrogen atmosphere and mixed with about 5 mg of sodium hydride under cooling with ice. After 15 minutes, 25.6 μl of butyl bromide was added, and the reaction solution was stirred for 50 minutes. The reaction solution was allowed to react at room temperature further for 13 hours under stirring. Then, the reaction solution was charged onto a silica gel column (Kieselgel 60, Merck, 1.0φ×22 cm) and eluted with n-hexane-e... Starting materials: C(C)OC=1C=C2C(=C(C=NC2=NC1C)C(=O)OCC)O (ethyl 6-ethoxy-4-hydroxy-7-methyl-1,8-naphthyridine-3-carboxylate), O.C(C=O)(=O)O (glyoxylic acid monohydrate). Solvent: FC(C(=O)O)(F)F (trifluoroacetic acid). Product: C(C)OC=1C(=NC2=NC=C(C(=C2C1)O)C(=O)OCC)C=CC(=O)O (3-(3-ethoxy-6-ethoxycarbonyl-5-hydroxy-1,8-naphthyridin-2-yl)acrylic acid). Reaction SMILES: [CH2:1]([O:3][C:4]1[CH:5]=[C:6]2[C:11](=[N:12][C:13]=1[CH3:14])[N:10]=[CH:9][C:8]([C:15]([O:17][CH2:18][CH3:19])=[O:16])=[C:7]2[OH:20])[CH3:2].O.[C:22]([OH:26])(=[O:25])[CH:23]=O>FC(F)(F)C(O)=O>[CH2:1]([O:3][C:4]1[C:13]([CH:14]=[CH:23][C:22]([OH:26])=[O:25])=[N:12][C:11]2[C:6]([CH:5]=1)=[C:7]([OH:20])[C:8]([C:15]([O:17][CH2:18][CH3:19])=[O:16])=[CH:9][N:10]=2)[CH3:2] |f:1.2|. Procedure: A mixture of ethyl 6-ethoxy-4-hydroxy-7-methyl-1,8-naphthyridine-3-carboxylate (2.8 g), glyoxylic acid monohydrate (1.5 g) acetic acid (20 ml) and trifluoroacetic acid (10 ml) was heated at 90°-95° C. for 2 hours, with stirring. The mixture was evaporated down under reduced pressure. The residue was triturated with hot ethanol and filtered to give 3-(3-ethoxy-6-ethoxycarbonyl-5-hydroxy-1,8-naphthyridin-2-yl)acrylic acid, m.p.>280° C.